Dataset: the Open Reaction Database (ORD), a public repository of structured organic reaction records. Task: describe an organic reaction: reactants, conditions, products, and yield Reactants: FC(C(C(F)(F)F)(C1=CC=C(N)C=C1)F)(F)F (4-(perfluoropropan-2-yl)aniline), FC(C(F)(F)F)(F)I (1,1,2,2,2-pentafluoroethyliodide). Yields the product FC(C(F)(F)F)(C1=C(N)C=CC(=C1)C(C(F)(F)F)(C(F)(F)F)F)F (2-(perfluoroethyl)-4-(perfluoropropan-2-yl)aniline). Reaction SMILES: [F:1][C:2]([F:17])([F:16])[C:3]([F:15])([C:8]1[CH:14]=[CH:13][C:11]([NH2:12])=[CH:10][CH:9]=1)[C:4]([F:7])([F:6])[F:5].[F:18][C:19](I)([F:24])[C:20]([F:23])([F:22])[F:21]>>[F:18][C:19]([F:24])([C:13]1[CH:14]=[C:8]([C:3]([F:15])([C:4]([F:7])([F:6])[F:5])[C:2]([F:16])([F:17])[F:1])[CH:9]=[CH:10][C:11]=1[NH2:12])[C:20]([F:23])([F:22])[F:21]. Procedure: According to the method of 1-1 of Example 1, a target compound was prepared from 4-(perfluoropropan-2-yl)aniline obtained in Example 2-1 and 1,1,2,2,2-pentafluoroethyliodide. The reactants are C(C)OC(CC(=O)C1CCCC1)=O (3-cyclopentyl-3-oxo-propionic acid ethyl ester), Cl.NC(=N)N (guanidine hydrochloride), CC(C)([O-])C.[K+] (potassium tert-butoxide). The solvent is CO (MeOH). Run at temperature 60 celsius. Product: NC1=NC(=CC(N1)=O)C1CCCC1 (2-Amino-6-cyclopentyl-3H-pyrimidin-4-one). Yield: 87.6%. Reaction SMILES: C([O:3][C:4](=O)[CH2:5][C:6]([CH:8]1[CH2:12][CH2:11][CH2:10][CH2:9]1)=O)C.Cl.[NH2:15][C:16]([NH2:18])=[NH:17].CC(C)([O-])C.[K+]>CO>[NH2:17][C:16]1[NH:18][C:4](=[O:3])[CH:5]=[C:6]([CH:8]2[CH2:12][CH2:11][CH2:10][CH2:9]2)[N:15]=1 |f:1.2,3.4|. Procedure: To a solution of 3-cyclopentyl-3-oxo-propionic acid ethyl ester (5.0 g, 27.4 mmol) and guanidine hydrochloride (3.1 g, 33.0 mmol) in MeOH (50 mL) at 23° C. was added potassium tert-butoxide, portionwise (16.7 g. 149 mmol) over 15 min with vigorous stirring and the reaction warmed to 60° C. The reaction was cooled to room temperature (rt) and stirred overnight and the precipitated salt was removed by filtration. The solution was concentrated to approximately 10 mL then diluted with 10 mL of water...